This data is from the Open Reaction Database (ORD), a public repository of structured organic reaction records. The task is: describe an organic reaction: reactants, conditions, products, and yield The reactants are BrCC(=O)OCC (ethyl bromoacetate), ClC1=CC=C(C(C=C1)=O)NC(CC(C)=O)=O (1-[(4-chloro-7-oxo-1,3,5-cycloheptatrien-1-yl)amino]-1,3-butanedione), [O-]CC.[Na+] (sodium ethoxide), [Na] (sodium). Run in CO (methanol). Conditions: time 10 minute. The product is C(C)OC(CN1C=2C(=C(C1=O)C(C)=O)C=CC(=CC2)Cl)=O (3-acetyl-6-chloro-1,2-dihydro-2-oxocyclohepta[b]pyrrole-1-acetic acid ethyl ester). Reaction SMILES: [Cl:1][C:2]1[CH:8]=[CH:7][C:6](=O)[C:5]([NH:10][C:11](=[O:16])[CH2:12][C:13](=[O:15])[CH3:14])=[CH:4][CH:3]=1.[O-]CC.[Na+].[Na].Br[CH2:23][C:24]([O:26][CH2:27][CH3:28])=[O:25]>CO>[CH2:27]([O:26][C:24](=[O:25])[CH2:23][N:10]1[C:11](=[O:16])[C:12]([C:13](=[O:15])[CH3:14])=[C:6]2[CH:7]=[CH:8][C:2]([Cl:1])=[CH:3][CH:4]=[C:5]12)[CH3:28] |f:1.2,^1:20|. Procedure: A mixture of 1-[(4-chloro-7-oxo-1,3,5-cycloheptatrien-1-yl)amino]-1,3-butanedione (5.8 g) and sodium ethoxide solution, prepared by dissolving 1.1 g of sodium in 200 ml of anhydrous, methanol-free ethanol, was heated at reflux for 5 hr. Thereafter, ethyl bromoacetate (10 ml) was added dropwise to the hot solution and refluxing was continued for an additional 10 min. The reaction mixture was evaporated to dryness. The residue was dissolved in chloroform and the solution filtered through a column ... Starting materials: C(C(O)C(O)C(=O)O)(=O)O (DL-Tartaric acid), C(CCCCC)N (n-hexyl amine), amine, C(CCCCC)N (n-hexyl amine), C(C(O)C(O)C(=O)O)(=O)O (DL-tartaric acid). The solvent is C1(=CC=CC=C1)C (toluene), C1(=CC=CC=C1)C (toluene). Conditions: temperature 100 celsius. Product: C(CCCCC)N1C(C(O)C(O)C1=O)=O (N-hexyl DL-tartarimide). RXN SMILES: [CH2:1]([NH2:7])[CH2:2][CH2:3][CH2:4][CH2:5][CH3:6].[C:8](O)(=[O:16])[CH:9]([CH:11]([C:13](O)=[O:14])[OH:12])[OH:10]>C1(C)C=CC=CC=1>[CH2:1]([N:7]1[C:13](=[O:14])[CH:11]([OH:12])[CH:9]([OH:10])[C:8]1=[O:16])[CH2:2][CH2:3][CH2:4][CH2:5][CH3:6]. Reported procedure: N-hexyl DL-tartarimide was prepared by the reaction of n-hexyl amine with DL-tartaric acid. DL-Tartaric acid (10.026 g, 66.80 mmole) and toluene (17.327 g) were weighed into a 250 mL 3-necked round-bottomed flask equipped with a teflon-coated magnetic stir bar. A Claisen adapter was placed in the center neck, a Dean-Stark trap was placed on top of the Claisen adapter, and a condenser was placed in the neck of the Dean-Stark trap. A nitrogen inlet adapter was placed on the condenser. In the left ... Yields the product C(C1=CC=CC=C1)(=O)C(C#N)=C(CC)OC (2-Benzoyl-3-methoxy-2-pentenonitrile). Starting materials: C(C1=CC=CC=C1)(=O)CC#N (benzoylacetonitrile), C(C)OC(CC)(OCC)OCC (triethylorthopropionate), C(C)(=O)OC(C)=O (acetic anhydride). Reaction SMILES: [C:1]([CH2:9][C:10]#[N:11])(=[O:8])[C:2]1[CH:7]=[CH:6][CH:5]=[CH:4][CH:3]=1.[CH2:12]([O:14][C:15](OCC)(OCC)[CH2:16][CH3:17])C.C(OC(=O)C)(=O)C>>[C:1]([C:9](=[C:15]([O:14][CH3:12])[CH2:16][CH3:17])[C:10]#[N:11])(=[O:8])[C:2]1[CH:7]=[CH:6][CH:5]=[CH:4][CH:3]=1. Reported procedure: A solution containing 30 g. of benzoylacetonitrile, 36.4 g. of triethylorthopropionate and 57 g. of acetic anhydride is heated in an oil bath at 130° for 3 hours. The ethanol and excess acetic anhydride is distilled off and the residue is diluted with chloroform. The chloroform solution is passed quickly through Magnesol® and concentrated, then cooled to produce the title product. Similarly prepared is 2-benzoyl-3-methoxy-2-hexenonitrile and 2-benzoyl-3-methoxy-2-heptenonitrile. Starting materials: C(C=C)C1=CC(=C(C=C1)O)C1=C(C=CC(=C1)CC=C)OCCCCCCBr (4-allyl-2-[5-allyl- 2-(6-bromohexyloxy)phenyl]phenol), C(C)(=O)O (acetic acid). Reagents/catalysts: C(C)(=O)[O-].[Ag+] (silver acetate). Yields the product C(C=C)C1=CC(=C(C=C1)O)C1=C(C=CC(=C1)CC=C)OCCCCCCOC(C)=O (4-allyl-2-[5allyl-2-(6-acetoxyhexyloxy)phenyl]phenol). Reaction SMILES: [CH2:1]([C:4]1[CH:9]=[CH:8][C:7]([OH:10])=[C:6]([C:11]2[CH:16]=[C:15]([CH2:17][CH:18]=[CH2:19])[CH:14]=[CH:13][C:12]=2[O:20][CH2:21][CH2:22][CH2:23][CH2:24][CH2:25][CH2:26]Br)[CH:5]=1)[CH:2]=[CH2:3].[C:28]([OH:31])(=[O:30])[CH3:29]>C([O-])(=O)C.[Ag+]>[CH2:1]([C:4]1[CH:9]=[CH:8][C:7]([OH:10])=[C:6]([C:11]2[CH:16]=[C:15]([CH2:17][CH:18]=[CH2:19])[CH:14]=[CH:13][C:12]=2[O:20][CH2:21][CH2:22][CH2:23][CH2:24][CH2:25][CH2:26][O:31][C:28](=[O:30])[CH3:29])[CH:5]=1)[CH:2]=[CH2:3] |f:2.3|. Procedure details: A mixture was prepared by adding 0.2 g of 4-allyl-2-[5-allyl- 2-(6-bromohexyloxy)phenyl]phenol and 0.1 g of silver acetate to 3 ml of acetic acid. The mixture was refluxed by heating for 2 hours and concentrated. The concentrate was extracted with diethylether. The extract was washed with solution sodium hydrogencarbonate and an aqueous solution saturated with NaCl, dried with sodium sulfate and concentrated. The concentrate was purified by a silica gel column-chromatography (n-hexane:ethyl acet... Reactants: O=C([O-])C1Cc2onc(-c3ccc(Cl)cc3)c2C(Br)C1, CO, [CH3], [Na+], [OH-], O. The product is COC1CC(C(=O)O)Cc2onc(-c3ccc(Cl)cc3)c21. As a reaction SMILES: [Br:4][CH:5]1[CH2:6][CH:7]([C:21](=[O:22])[O-:23])[CH2:8][c:9]2[c:10]1[c:11](-[c:14]1[cH:15][cH:16][c:17]([Cl:20])[cH:18][cH:19]1)[n:12][o:13]2.[CH3:24][OH:25].[CH3:3].[Na+:2].[OH-:1].[OH2:26]>>[O:1]([CH:5]1[CH2:6][CH:7]([C:21](=[O:22])[OH:23])[CH2:8][c:9]2[c:10]1[c:11](-[c:14]1[cH:15][cH:16][c:17]([Cl:20])[cH:18][cH:19]1)[n:12][o:13]2)[CH3:24]. Starting materials: CC(C#C)(C(CC)(C)C)O (3,4,4-trimethylhex-1-yn-3-ol), N1=CC=CC2=CC=CC=C12 (quinoline). Reagents/catalysts: [Pd].CC(=O)[O-].CC(=O)[O-].[Pb+2] (Lindlar catalyst). Solvent: petroleum ether. Reaction conditions: temperature 25 celsius, time 10 hour. Product: CC(C=C)(C(CC)(C)C)O (3,4,4-trimethylhex-1-en-3-ol). The yield is 89.7%. As a reaction SMILES: [CH3:1][C:2]([OH:10])([C:5]([CH3:9])([CH3:8])[CH2:6][CH3:7])[C:3]#[CH:4].N1C2C(=CC=CC=2)C=CC=1>[Pd].CC([O-])=O.CC([O-])=O.[Pb+2]>[CH3:1][C:2]([OH:10])([C:5]([CH3:9])([CH3:8])[CH2:6][CH3:7])[CH:3]=[CH2:4] |f:2.3.4.5|. Procedure details: 100 g of 3,4,4-trimethylhex-1-yn-3-ol, 3 g of quinoline and 5.4 g of Lindlar catalyst were initially introduced in 100 ml of petroleum ether and the mixture was stirred at 25° C. for 10 hours under a hydrogen atmosphere. The catalyst was then filtered off, the filtrate was concentrated and the residue was analyzed by means of GC. 91 g (90%) of 3,4,4-trimethylhex-1-en-3-ol were obtained. The residue was processed without purification. Reactants: O=C(O)C(=O)O, COc1c(Br)cc(CC2NCCc3cc(OCc4ccccc4)c([N+](=O)[O-])cc32)cc1Br, CC(=O)O, Cl. Yields the product Cl, COc1c(Br)cc(CC2NCCc3cc(O)c([N+](=O)[O-])cc32)cc1Br. Reaction SMILES: [C:1]([OH:2])(=[O:3])[C:4]([OH:5])=[O:6].[CH2:7]([c:8]1[cH:9][cH:10][cH:11][cH:12][cH:13]1)[O:14][c:15]1[cH:16][c:17]2[c:22]([cH:23][c:24]1[N+:25](=[O:26])[O-:27])[CH:21]([CH2:28][c:29]1[cH:30][c:31]([Br:38])[c:32]([O:36][CH3:37])[c:33]([Br:35])[cH:34]1)[NH:20][CH2:19][CH2:18]2.[CH3:40][C:41](=[O:42])[OH:43].[ClH:39]>>[ClH:39].[OH:14][c:15]1[cH:16][c:17]2[c:22]([cH:23][c:24]1[N+:25](=[O:26])[O-:27])[CH:21]([CH2:28][c:29]1[cH:30][c:31]([Br:38])[c:32]([O:36][CH3:37])[c:33]([Br:35])[cH:34]1)[NH:20][CH2:19][CH2:18]2.